describe an organic reaction: reactants, conditions, products, and yield From a dataset of the Open Reaction Database (ORD), a public repository of structured organic reaction records. Starting materials: CC(C)N, CC#N, Fc1cc(F)c(F)nc1F. Yields the product CC(C)Nc1nc(F)c(F)cc1F. As a reaction SMILES: [CH3:11][CH:12]([CH3:13])[NH2:14].[CH3:15][C:16]#[N:17].[F:1][c:2]1[n:3][c:4]([F:10])[c:5]([F:9])[cH:6][c:7]1[F:8]>>[c:2]1([NH:14][CH:12]([CH3:11])[CH3:13])[n:3][c:4]([F:10])[c:5]([F:9])[cH:6][c:7]1[F:8]. Run in C(CCC)O (1-butanol). Starting materials: C([O-])([O-])=O.[Na+].[Na+] (sodium carbonate), solution, [N+](=O)([O-])C=1C=C(N)C=CC1 (3-nitroaniline), Cl.ClCCNCCCl (bis(2-chloroethyl)amine hydrochloride). The yield is 53.7%. The product is [N+](=O)([O-])C=1C=C(C=CC1)N1CCNCC1 (1-(3-Nitrophenyl)piperazine). Procedure details: 50 ml of a solution of 5 g of 3-nitroaniline and 6.46 g of bis(2-chloroethyl)amine hydrochloride in 1-butanol was heated under reflux for 25 hours. After adding 3.84 g of sodium carbonate, the mixture was further heated under reflux for 60 hours. After allowing to cool, the insoluble matters were collected by filtration, suspended in an aqueous solution of sodium hydroxide and extracted with chloroform. The extract was successively washed with water and a saturated aqueous solution of sodium chl... RXN SMILES: [N+:1]([C:4]1[CH:5]=[C:6]([CH:8]=[CH:9][CH:10]=1)[NH2:7])([O-:3])=[O:2].Cl.Cl[CH2:13][CH2:14][NH:15][CH2:16][CH2:17]Cl.C(=O)([O-])[O-].[Na+].[Na+]>C(O)CCC>[N+:1]([C:4]1[CH:5]=[C:6]([N:7]2[CH2:17][CH2:16][NH:15][CH2:14][CH2:13]2)[CH:8]=[CH:9][CH:10]=1)([O-:3])=[O:2] |f:1.2,3.4.5|. Reaction conditions: temperature 100 celsius. Starting materials: CC1(OC12CC=C(CC2)C)C (2,2,6-trimethyl-1-oxaspiro(2.5)oct-5-ene), [H-].[Na+] (sodium hydride), O (water), CS (methyl mercaptan). Reaction SMILES: [CH3:1][C:2]1([CH3:11])[C:4]2([CH2:9][CH2:8][C:7]([CH3:10])=[CH:6][CH2:5]2)[O:3]1.[H-].[Na+].[CH3:14][SH:15].O>CN(C)C(=O)C>[CH3:10][C:7]1[CH2:8][CH2:9][C:4]([C:2]([CH3:11])([S:15][CH3:14])[CH3:1])([OH:3])[CH2:5][CH:6]=1 |f:1.2|. The product is CC1=CCC(CC1)(O)C(C)(SC)C ((±)-4-Methyl-1-(1-methyl-1-(methylthio)ethyl)-3-cyclohexen-1-ol). Run in CN(C(C)=O)C (N,N-dimethylacetamide). Reported procedure: To a stirred solution of 15.2 g of 2,2,6-trimethyl-1-oxaspiro(2.5)oct-5-ene in 100 ml of N,N-dimethylacetamide was added 4.4 g of 60% sodium hydride. The mixture was cooled to 5°-10° C. and saturated with methyl mercaptan. Stirring was continued while heating the reaction mixture to 100° C. over a two and one-half hour period. After an additional hour at 100° C., the reaction mixture was poured into water and extracted twice with n-pentane. The combined extracts were washed with water, dried and... Reactants: COCOC(C(=O)OC)C(Sc1ccccc1[N+](=O)[O-])c1ccc(OC(C)=O)cc1, Cl, NCc1ccccc1, C1CCOC1. The product is COCOC(C(=O)OC)C(Sc1ccccc1[N+](=O)[O-])c1ccc(O)cc1. RXN SMILES: [CH3:1][O:2][CH2:3][O:4][CH:5]([C:6](=[O:7])[O:8][CH3:9])[CH:10]([S:11][c:12]1[c:13]([N+:18](=[O:19])[O-:20])[cH:14][cH:15][cH:16][cH:17]1)[c:21]1[cH:22][cH:23][c:24]([O:27][C:28](=[O:29])[CH3:30])[cH:25][cH:26]1.[ClH:39].[NH2:31][CH2:32][c:33]1[cH:34][cH:35][cH:36][cH:37][cH:38]1.[O:40]1[CH2:41][CH2:42][CH2:43][CH2:44]1>>[CH3:1][O:2][CH2:3][O:4][CH:5]([C:6](=[O:7])[O:8][CH3:9])[CH:10]([S:11][c:12]1[c:13]([N+:18](=[O:19])[O-:20])[cH:14][cH:15][cH:16][cH:17]1)[c:21]1[cH:22][cH:23][c:24]([OH:27])[cH:25][cH:26]1. Reactants: CCOC(=O)C#N, CS(C)=O, O=C[O-], Cl, [K+], C[N+](=O)[O-], [OH-]. Product: CCOC(=O)C[N+](=O)[O-]. As a reaction SMILES: [C:7](#[N:8])[C:9](=[O:10])[O:11][CH2:12][CH3:13].[CH3:18][S:19]([CH3:20])=[O:21].[CH:14]([O-:15])=[O:16].[ClH:17].[K+:6].[N+:1](=[O:2])([O-:3])[CH3:4].[OH-:5]>>[N+:1](=[O:2])([O-:3])[CH2:4][C:9](=[O:10])[O:11][CH2:12][CH3:13]. Run at time 17 hour. Run in C(C)(C)O.O (isopropanol water). Yield: 73.3%. Procedure details: N1,N1,2-Trimethylpropane-1,2-diamine (5.68 g, 48.8 mmol) was dissolved into isopropanol/water (1:1, 150 mL). To this solution was added CbzOSu (12.2 g, 1 equiv, 48.8 mmol) in one portion. The reaction was left to stir at room temperature overnight for 17 h. The solvent was removed and the residue was taken up in a mixture of ethyl acetate (300 mL) and water (100 mL). The layers were separated and the organic layer extracted with water (2×100 mL). The organic layer was dried over anhydrous MgSO4,... Starting materials: CN(CC(C)(N)C)C (N1,N1,2-Trimethylpropane-1,2-diamine), C(=O)(OCC1=CC=CC=C1)ON1C(=O)CCC1=O (CbzOSu). Product: CN(CC(C)(C)NC(OCC1=CC=CC=C1)=O)C (Benzyl 1-(dimethylamino)-2-methylpropan-2-ylcarbamate). Reaction SMILES: [CH3:1][N:2]([CH3:8])[CH2:3][C:4]([CH3:7])([NH2:6])[CH3:5].[C:9](ON1C(=O)CCC1=O)([O:11][CH2:12][C:13]1[CH:18]=[CH:17][CH:16]=[CH:15][CH:14]=1)=[O:10]>C(O)(C)C.O>[CH3:1][N:2]([CH3:8])[CH2:3][C:4]([NH:6][C:9](=[O:10])[O:11][CH2:12][C:13]1[CH:18]=[CH:17][CH:16]=[CH:15][CH:14]=1)([CH3:7])[CH3:5] |f:2.3|. Starting materials: C(C)(C)(C)C1=CC=C(C=C1)C=1C=CC2=C(C=C(CCO2)C(=O)OCC)C1 (ethyl 7-(4-tert-butylphenyl)-2,3-dihydro-1-benzoxepine-4-carboxylate), [OH-].[Na+] (sodium hydroxide). Run in C(C)O (ethanol). Reaction conditions: time 64 hour. The product is C(C)(C)(C)C1=CC=C(C=C1)C=1C=CC2=C(C=C(CCO2)C(=O)O)C1 (7-(4-tert-butylphenyl)-2,3-dihydro-1-benzoxepine-4-carboxylic acid). Yield: 85.4%. RXN SMILES: [C:1]([C:5]1[CH:10]=[CH:9][C:8]([C:11]2[CH:12]=[CH:13][C:14]3[O:20][CH2:19][CH2:18][C:17]([C:21]([O:23]CC)=[O:22])=[CH:16][C:15]=3[CH:26]=2)=[CH:7][CH:6]=1)([CH3:4])([CH3:3])[CH3:2].[OH-].[Na+]>C(O)C>[C:1]([C:5]1[CH:6]=[CH:7][C:8]([C:11]2[CH:12]=[CH:13][C:14]3[O:20][CH2:19][CH2:18][C:17]([C:21]([OH:23])=[O:22])=[CH:16][C:15]=3[CH:26]=2)=[CH:9][CH:10]=1)([CH3:4])([CH3:2])[CH3:3] |f:1.2|. Reported procedure: To a solution of ethyl 7-(4-tert-butylphenyl)-2,3-dihydro-1-benzoxepine-4-carboxylate (503.8 mg) in ethanol (10 ml)was added 1N sodium hydroxide (2.0 m) at room temperature, and the mixture was stirred for 64 hours and concentrated under reduced pressure. To the residue was added 1N hydrochloric acid (15 ml), and the mixture was extracted with ethyl acetate. The organic layer was washed with saturated sodium chloride solution, dried with magnesium sulfate and concentrated. The resulting crystal ... Reactants: FC=1C=C(C=C(C1)F)/C=C/C(=O)C1=CC(=CC=C1)O ((E)-3-(3,5-Difluorophenyl)-1-(3-hydroxyphenyl)prop-2-en-1-one), OC=1C=C(C=CC1)C(\C=C\C1=CC=CC=C1)=O ((E)-1-(3-hydroxyphenyl)-3-phenylprop-2-en-1-one). Run at time 5 day. The product is FC=1C=C(C=C(C1)F)C1CC(C2=CC(=CC=C12)O)=O (3-(3,5-Difluorophenyl)-2,3-dihydro-6-hydroxyinden-1-one). The yield is 99.0%. RXN SMILES: [F:1][C:2]1[CH:3]=[C:4](/[CH:9]=[CH:10]/[C:11]([C:13]2[CH:18]=[CH:17][CH:16]=[C:15]([OH:19])[CH:14]=2)=[O:12])[CH:5]=[C:6]([F:8])[CH:7]=1.OC1C=C(C(=O)/C=C/C2C=CC=CC=2)C=CC=1>>[F:1][C:2]1[CH:3]=[C:4]([CH:9]2[C:18]3[C:13](=[CH:14][C:15]([OH:19])=[CH:16][CH:17]=3)[C:11](=[O:12])[CH2:10]2)[CH:5]=[C:6]([F:8])[CH:7]=1. Reported procedure: The procedure of Step 2 of Example 1 was repeated except for using (E)-3-(3,5-difluorophenyl)-1-(3-hydroxyphenyl)prop-2-en-1-one obtained in Step 1 as a starting material instead of (E)-1-(3-hydroxyphenyl)-3-phenylprop-2-en-1-one and being stirred for 5 d to obtain the title compound (99%). The reactants are C(=O)(OCC)C=CC=CC=1C(NC(N([C@H]2C[C@H](O)[C@@H](CO)O2)C1)=O)=O (5-(4-Carbethoxy-1,3-butadienyl)-2′-deoxyuridine). Run in [OH-].[Na+] (NaOH). Conditions: temperature 25 celsius. The product is C(=O)(O)C=CC=CC=1C(NC(N([C@H]2C[C@H](O)[C@@H](CO)O2)C1)=O)=O (5-(4-Carboxy-1,3-butadienyl)-2′-deoxyuridine). Yield: 54.2%. RXN SMILES: [C:1]([CH:6]=[CH:7][CH:8]=[CH:9][C:10]1[C:11](=[O:25])[NH:12][C:13](=[O:24])[N:14]([CH:23]=1)[C@@H:15]1[O:22][C@H:19]([CH2:20][OH:21])[C@@H:17]([OH:18])[CH2:16]1)([O:3]CC)=[O:2]>[OH-].[Na+]>[C:1]([CH:6]=[CH:7][CH:8]=[CH:9][C:10]1[C:11](=[O:25])[NH:12][C:13](=[O:24])[N:14]([CH:23]=1)[C@@H:15]1[O:22][C@H:19]([CH2:20][OH:21])[C@@H:17]([OH:18])[CH2:16]1)([OH:3])=[O:2] |f:1.2|. Procedure: 5-(4-Carbethoxy-1,3-butadienyl)-2′-deoxyuridine (V, from Example 1) (0.449 g, 1.28 mmol) was dissolved in 2N NaOH (3 mL) and stirred at 25° C. After 20 mm, a precipitate was formed and TLC showed that the starting material was completely consumed. The mixture was cooled to 0° C. and acidified to pH 1 with 2N HCl. The resulting off-white solid was filtered off, washed with water and dried in vacuo to give 0.225 g (54%) product.